Dataset: the Open Reaction Database (ORD), a public repository of structured organic reaction records. Task: describe an organic reaction: reactants, conditions, products, and yield Starting materials: COc1cc2nccc(CN3CCC(NC(=O)OC(C)(C)C)CC3)c2cc1OC, ClCCl, O=C(O)C(F)(F)F. Reaction SMILES: [CH3:1][O:2][c:3]1[cH:4][c:5]2[c:6]([CH2:15][N:16]3[CH2:17][CH2:18][CH:19]([NH:22][C:23](=[O:24])[O:25][C:26]([CH3:27])([CH3:28])[CH3:29])[CH2:20][CH2:21]3)[cH:7][cH:8][n:9][c:10]2[cH:11][c:12]1[O:13][CH3:14].[Cl:37][CH2:38][Cl:39].[F:30][C:31]([F:32])([F:33])[C:34]([OH:35])=[O:36]>>[CH3:1][O:2][c:3]1[cH:4][c:5]2[c:6]([CH2:15][N:16]3[CH2:17][CH2:18][CH:19]([NH2:22])[CH2:20][CH2:21]3)[cH:7][cH:8][n:9][c:10]2[cH:11][c:12]1[O:13][CH3:14]. Product: COc1cc2nccc(CN3CCC(N)CC3)c2cc1OC. The reactants are FC1=CC=C(CCl)C=C1 (4-fluorobenzyl chloride), [OH-].[K+] (KOH), CN(C)C=O (DMF), C(C1=CC=CC=C1)OC=1C=C2C=CNC2=CC1 (5-benzyloxyindole). The solvent is O (water), O (water). Reaction conditions: temperature 10 celsius, time 5 minute. Product: C(C1=CC=CC=C1)OC=1C=C2C=CN(C2=CC1)CC1=CC=C(C=C1)F (5-benzyloxy-1-(4-fluorobenzyl)indole). As a reaction SMILES: [OH-].[K+].CN(C=O)C.[CH2:8]([O:15][C:16]1[CH:17]=[C:18]2[C:22](=[CH:23][CH:24]=1)[NH:21][CH:20]=[CH:19]2)[C:9]1[CH:14]=[CH:13][CH:12]=[CH:11][CH:10]=1.[F:25][C:26]1[CH:33]=[CH:32][C:29]([CH2:30]Cl)=[CH:28][CH:27]=1>O>[CH2:8]([O:15][C:16]1[CH:17]=[C:18]2[C:22](=[CH:23][CH:24]=1)[N:21]([CH2:30][C:29]1[CH:32]=[CH:33][C:26]([F:25])=[CH:27][CH:28]=1)[CH:20]=[CH:19]2)[C:9]1[CH:10]=[CH:11][CH:12]=[CH:13][CH:14]=1 |f:0.1|. Procedure details: The KOH pellets are added to the mixture of DMF and water, and the mixture is vigorously stirred for 5 minutes. After addition of the 5-benzyloxyindole, the mixture is stirred at room temperature for a further 45 minutes. Then, at an internal temperature of 10–20° C., 4-fluorobenzyl chloride is added dropwise while stirring. The mixture is then stirred at room temperature for a further 90 minutes. The mixture is cooled to 10° C., and 300 ml of water are added. It is cooled during this so that th... The reactants are CO, [H][H], Nc1ccc(OCCCCOc2ccccc2)cc1[N+](=O)[O-]. The product is Nc1ccc(OCCCCOc2ccccc2)cc1N. Reaction SMILES: [CH3:25][OH:26].[H:23][H:24].[N+:1]([O-:2])(=[O:3])[c:4]1[c:5]([NH2:6])[cH:7][cH:8][c:9]([O:11][CH2:12][CH2:13][CH2:14][CH2:15][O:16][c:17]2[cH:18][cH:19][cH:20][cH:21][cH:22]2)[cH:10]1>>[NH2:1][c:4]1[c:5]([NH2:6])[cH:7][cH:8][c:9]([O:11][CH2:12][CH2:13][CH2:14][CH2:15][O:16][c:17]2[cH:18][cH:19][cH:20][cH:21][cH:22]2)[cH:10]1. Reactants: C=CC(=O)OCC, CC(=O)Oc1c(C)c(C)c2c(c1C)C(=O)CC(C)(COc1ccc(N)cc1)O2, CC(C)=O, Cl, O=N[O-], [Na+], O, c1ccccc1. Product: CCOC(=O)C(Cl)Cc1ccc(OCC2(C)CC(=O)c3c(C)c(OC(C)=O)c(C)c(C)c3O2)cc1. RXN SMILES: [C:34]([CH:35]=[CH2:36])(=[O:37])[O:38][CH2:39][CH3:40].[C:6]([CH3:7])(=[O:8])[O:9][c:10]1[c:11]([CH3:33])[c:12]2[c:17]([c:18]([CH3:21])[c:19]1[CH3:20])[O:16][C:15]([CH3:22])([CH2:23][O:24][c:25]1[cH:26][cH:27][c:28]([NH2:31])[cH:29][cH:30]1)[CH2:14][C:13]2=[O:32].[CH3:48][C:49](=[O:50])[CH3:51].[ClH:1].[N:2]([O-:3])=[O:4].[Na+:5].[OH2:41].[cH:42]1[cH:43][cH:44][cH:45][cH:46][cH:47]1>>[Cl:1][CH:35]([C:34](=[O:37])[O:38][CH2:39][CH3:40])[CH2:36][c:28]1[cH:27][cH:26][c:25]([O:24][CH2:23][C:15]2([CH3:22])[CH2:14][C:13](=[O:32])[c:12]3[c:11]([CH3:33])[c:10]([O:9][C:6]([CH3:7])=[O:8])[c:19]([CH3:20])[c:18]([CH3:21])[c:17]3[O:16]2)[cH:30][cH:29]1. The reactants are compound, NC1=CC=C(C=C1)C1=CC=C2CN(C(C2=C1)=O)[C@H](C(=O)OC)C(C)C ((S)-Methyl 2-(6-(4-aminophenyl)-1-oxoisoindolin-2-yl)-3-methylbutanoate), CC=1C=C(C=CC1)N=C=O (3-methyl phenyl isocyanate), compound, compound. The product is CC([C@@H](C(=O)OC)N1C(C2=CC(=CC=C2C1)C1=CC=C(C=C1)NC(=O)NC=1C=C(C=CC1)C)=O)C ((S)-Methyl 3-methyl-2-(1-oxo-6-(4-(3-m-tolylureido)phenyl)isoindolin-2-yl)butanoate). As a reaction SMILES: [NH2:1][C:2]1[CH:7]=[CH:6][C:5]([C:8]2[CH:16]=[C:15]3[C:11]([CH2:12][N:13]([C@@H:18]([CH:23]([CH3:25])[CH3:24])[C:19]([O:21][CH3:22])=[O:20])[C:14]3=[O:17])=[CH:10][CH:9]=2)=[CH:4][CH:3]=1.[CH3:26][C:27]1[CH:28]=[C:29]([N:33]=[C:34]=[O:35])[CH:30]=[CH:31][CH:32]=1>>[CH3:24][CH:23]([CH3:25])[C@H:18]([N:13]1[CH2:12][C:11]2[C:15](=[CH:16][C:8]([C:5]3[CH:4]=[CH:3][C:2]([NH:1][C:34]([NH:33][C:29]4[CH:28]=[C:27]([CH3:26])[CH:32]=[CH:31][CH:30]=4)=[O:35])=[CH:7][CH:6]=3)=[CH:9][CH:10]=2)[C:14]1=[O:17])[C:19]([O:21][CH3:22])=[O:20]. Procedure details: The compound of example 21 was prepared analogous to compound of example 7 by reaction of compound of example 6 with 3-methyl phenyl isocyanate. The compound of example 21 was used directly without isolation for the preparation of compound of example 22. Reactants: CC1=C(C=CC=C1[N+](=O)[O-])NS(=O)(=O)C (N-(2-methyl-3-nitrophenyl)methanesulfonamide), [H][H] (hydrogen). The reagents and catalysts are [Pd] (palladium on carbon). Solvent: C(C)(=O)OCC (ethyl acetate). Yields the product NC=1C(=C(C=CC1)NS(=O)(=O)C)C (N-(3-amino-2-methylphenyl)methanesulfonamide). The yield is 84.0%. Reaction SMILES: [CH3:1][C:2]1[C:7]([N+:8]([O-])=O)=[CH:6][CH:5]=[CH:4][C:3]=1[NH:11][S:12]([CH3:15])(=[O:14])=[O:13].[H][H]>[Pd].C(OCC)(=O)C>[NH2:8][C:7]1[C:2]([CH3:1])=[C:3]([NH:11][S:12]([CH3:15])(=[O:14])=[O:13])[CH:4]=[CH:5][CH:6]=1. Procedure details: The crude product from Example 1A and 10% palladium on carbon (1.4 g) were stirred vigorously in ethyl acetate (70 mL) for 24 hours under one atmosphere of hydrogen. The reaction was placed under a nitrogen atmosphere, filtered through a 1 inch pad of 1:1 Celite:silica gel eluting with ethyl acetate and the filtrate was concentrated under reduced pressure. The residue was purified by flash chromatography (silica gel, ethyl acetate) to provide the title compound as a brown solid (11.06 g, 84%). Reactants: [Li]CCCC, C1CCOC1, CCCCCC, CCOCC, [Na+], O=C=O, [OH-], c1ccc2c(c1)oc1ccccc12. Product: O=C(O)c1cccc2c1oc1ccccc12. As a reaction SMILES: [CH2:1]([Li:2])[CH2:3][CH2:4][CH3:5].[CH2:28]1[O:29][CH2:30][CH2:31][CH2:32]1.[CH3:22][CH2:23][CH2:24][CH2:25][CH2:26][CH3:27].[CH3:33][CH2:34][O:35][CH2:36][CH3:37].[Na+:39].[O:19]=[C:20]=[O:21].[OH-:38].[cH:6]1[cH:7][cH:8][c:9]2[c:10]([cH:11]1)[o:12][c:13]1[cH:14][cH:15][cH:16][cH:17][c:18]21>>[cH:6]1[cH:7][cH:8][c:9]2[c:10]([cH:11]1)[o:12][c:13]1[c:14]([C:20](=[O:19])[OH:21])[cH:15][cH:16][cH:17][c:18]21. Reactants: C1COCCO1, NS(N)(=O)=O, Cc1cccc(N)c1C#N. Yields the product Cc1cccc(NS(N)(=O)=O)c1C#N. As a reaction SMILES: [CH2:16]1[O:17][CH2:18][CH2:19][O:20][CH2:21]1.[NH2:11][S:12]([NH2:13])(=[O:14])=[O:15].[NH2:1][c:2]1[c:3]([C:4]#[N:5])[c:6]([CH3:10])[cH:7][cH:8][cH:9]1>>[NH:1]([c:2]1[c:3]([C:4]#[N:5])[c:6]([CH3:10])[cH:7][cH:8][cH:9]1)[S:12]([NH2:11])(=[O:14])=[O:15]. Starting materials: [Br-], [Br-], [Br-], CCCC[N+](CCCC)(CCCC)CCCC, CCc1cc(O)cc(CC)c1, CCCC[N+](CCCC)(CCCC)CCCC, CCCC[N+](CCCC)(CCCC)CCCC, CO. Yields the product CCc1cc(O)cc(CC)c1Br. RXN SMILES: [Br-:12].[Br-:13].[Br-:14].[CH2:15]([N+:16]([CH2:17][CH2:18][CH2:19][CH3:20])([CH2:21][CH2:22][CH2:23][CH3:24])[CH2:25][CH2:26][CH2:27][CH3:28])[CH2:29][CH2:30][CH3:31].[CH2:1]([CH3:2])[c:3]1[cH:4][c:5]([OH:11])[cH:6][c:7]([CH2:9][CH3:10])[cH:8]1.[CH2:32]([N+:33]([CH2:34][CH2:35][CH2:36][CH3:37])([CH2:38][CH2:39][CH2:40][CH3:41])[CH2:42][CH2:43][CH2:44][CH3:45])[CH2:46][CH2:47][CH3:48].[CH2:49]([N+:50]([CH2:51][CH2:52][CH2:53][CH3:54])([CH2:55][CH2:56][CH2:57][CH3:58])[CH2:59][CH2:60][CH2:61][CH3:62])[CH2:63][CH2:64][CH3:65].[CH3:66][OH:67]>>[CH2:1]([CH3:2])[c:3]1[cH:4][c:5]([OH:11])[cH:6][c:7]([CH2:9][CH3:10])[c:8]1[Br:12]. Reactants: ClC(C(=O)NC1=C(C(=O)C2=CC=CC=C2)C=C(C=C1)Cl)(Cl)Cl (2-trichloroacetamido-5-chlorobenzophenone), NCCCN (1,3-diaminopropane), O (water), resultant mixture. The solvent is C(C)O (ethanol). Run at time 8 hour. Product: ClC1=CC=2C3(N(C(NC2C=C1)=O)CCCN3)C3=CC=CC=C3 (10-chloro-1,2,3,4,7,11b-hexahydro-11b-phenyl-6H-pyrimido[1,2-C]quinazolin-6-one). The yield is 79.5%. Reaction SMILES: ClC(Cl)(Cl)[C:3]([NH:5][C:6]1[CH:19]=[CH:18][C:17]([Cl:20])=[CH:16][C:7]=1[C:8]([C:10]1[CH:15]=[CH:14][CH:13]=[CH:12][CH:11]=1)=O)=[O:4].[NH2:23][CH2:24][CH2:25][CH2:26][NH2:27].O>C(O)C>[Cl:20][C:17]1[CH:18]=[CH:19][C:6]2[NH:5][C:3](=[O:4])[N:23]3[CH2:24][CH2:25][CH2:26][NH:27][C:8]3([C:10]3[CH:15]=[CH:14][CH:13]=[CH:12][CH:11]=3)[C:7]=2[CH:16]=1. Reported procedure: To a solution of 1.89 g of 2-trichloroacetamido-5-chlorobenzophenone in 50 ml of ethanol was added 2.22 g of 1,3-diaminopropane, and the resultant mixture was allowed to stand at room temperature overnight. Then, the reaction mixture was poured into 300 ml of water, and the precipitate thus formed was separated by filtration, washed with ether and dried to give 1.25 g of 10-chloro-1,2,3,4,7,11b-hexahydro-11b-phenyl-6H-pyrimido[1,2-C]quinazolin-6-one, having a melting point of 275° - 276°C.